This data is from the Open Reaction Database (ORD), a public repository of structured organic reaction records. The task is: describe an organic reaction: reactants, conditions, products, and yield The reactants are ClC1=NC=C(C(=O)NC2=CC(=C(C=C2)Cl)C2=NC=CC=C2)C=C1 (6-chloro-N-(4-chloro-3-(pyridin-2-yl)phenyl)nicotinamide), CS(=O)(=O)N (methanesulfonamide). Solvent: C(C)(C)(C)N=P1(N(CCCN1C)C)N(CC)CC (2-tert-Butylimino-2-diethylamino-1,3-dimethyl-perhydro-1,3,2-diazaphosphorine). Yields the product ClC1=C(C=C(C=C1)NC(C1=CN=C(C=C1)NS(=O)(=O)C)=O)C1=NC=CC=C1 (N-(4-chloro-3-(pyridin-2-yl)phenyl)-6-(methylsulfonamido)nicotinamide). As a reaction SMILES: Cl[C:2]1[CH:23]=[CH:22][C:5]([C:6]([NH:8][C:9]2[CH:14]=[CH:13][C:12]([Cl:15])=[C:11]([C:16]3[CH:21]=[CH:20][CH:19]=[CH:18][N:17]=3)[CH:10]=2)=[O:7])=[CH:4][N:3]=1.[CH3:24][S:25]([NH2:28])(=[O:27])=[O:26]>C(N=P1(N(CC)CC)N(C)CCCN1C)(C)(C)C>[Cl:15][C:12]1[CH:13]=[CH:14][C:9]([NH:8][C:6](=[O:7])[C:5]2[CH:22]=[CH:23][C:2]([NH:28][S:25]([CH3:24])(=[O:27])=[O:26])=[N:3][CH:4]=2)=[CH:10][C:11]=1[C:16]1[CH:21]=[CH:20][CH:19]=[CH:18][N:17]=1. Procedure details: 100 mg of 6-chloro-N-(4-chloro-3-(pyridin-2-yl)phenyl)nicotinamide was reacted with methanesulfonamide and 108 μL of 2-tert-Butylimino-2-diethylamino-1,3-dimethyl-perhydro-1,3,2-diazaphosphorine via Procedure F. The crude reaction was concentrated to dryness and purified by reverse phase HPLC to give pure N-(4-chloro-3-(pyridin-2-yl)phenyl)-6-(methylsulfonamido)nicotinamide. MS (Q1) 403 (M)+. The reactants are C(C)C1=CC=C(N)C=C1 (p-ethylaniline), Cl (HCl), C(=O)(C)O[Na] (AcONa), ice, C(C)(=O)OC(C)=O (Acetic anhydride). Run in O (water), O (water). Conditions: time 30 minute. Product: C(C)C1=CC=C(NC(C)=O)C=C1 (p-ethylacetanilide). Isolated yield 80.7%. Reaction SMILES: [CH2:1]([C:3]1[CH:9]=[CH:8][C:6]([NH2:7])=[CH:5][CH:4]=1)[CH3:2].Cl.[C:11](OC(=O)C)(=[O:13])[CH3:12].C(O[Na])(C)=O>O>[CH2:1]([C:3]1[CH:9]=[CH:8][C:6]([NH:7][C:11](=[O:13])[CH3:12])=[CH:5][CH:4]=1)[CH3:2]. Procedure details: The starting material for the title compound N,N'-di(p-ethylphenyl)-N,N'-di(phenyl)-1,1'-biphenyl-4,4'-diamine was prepared in three steps as follow: In a 1 L flask, water (750 mL), p-ethylaniline (50 g, 0.41 mol) and conc. HCl (36 mL) were added. Acetic anhydride (42 g, 0.41 mol) was then poured into the solution and then an aqueous solution of AcONa--3H2O (109 g in 170 mL of water) was added. After the addition was complete, the mixture was stirred for 30 minutes, and then ice (500 g) was adde... Starting materials: CC(=O)C1C(=O)CCN(CCc2ccccc2)C1=O, CCO, Cl. Yields the product O=C1CCN(CCc2ccccc2)C(=O)C1. Reaction SMILES: [CH2:1]([CH2:2][c:3]1[cH:4][cH:5][cH:6][cH:7][cH:8]1)[N:9]1[C:10](=[O:19])[CH:11]([C:16](=[O:17])[CH3:18])[C:12](=[O:15])[CH2:13][CH2:14]1.[CH3:21][CH2:22][OH:23].[ClH:20]>>[CH2:1]([CH2:2][c:3]1[cH:4][cH:5][cH:6][cH:7][cH:8]1)[N:9]1[C:10](=[O:19])[CH2:11][C:12](=[O:15])[CH2:13][CH2:14]1. Starting materials: CSC1=CC=C(C=O)C=C1 (4-methylsulfanylbenzaldehyde), C(OC)(OC)OC ((MeO)3CH), CC=1C=CC(=CC1)S(=O)(=O)O (p-TsOH), CC=1C=CC(=CC1)S(=O)(=O)O (pTsOH), C[O-].[Na+] (NaOMe). Run in CO (MeOH). Reaction conditions: time 5 minute. The product is COC(OC)C1=CC=C(C=C1)SC (1-(1,1-dimethoxy-methyl)-4-methylsulfanyl-benzene). RXN SMILES: [CH3:1][S:2][C:3]1[CH:10]=[CH:9][C:6](C=O)=[CH:5][CH:4]=1.[CH:11](OC)([O:14][CH3:15])[O:12][CH3:13].CC1C=CC(S(O)(=O)=O)=CC=1.C[O-].[Na+]>CO>[CH3:13][O:12][CH:11]([C:6]1[CH:9]=[CH:10][C:3]([S:2][CH3:1])=[CH:4][CH:5]=1)[O:14][CH3:15] |f:3.4|. Reported procedure: A solution of 4-methylsulfanylbenzaldehyde 1 (10 g, 66 mmol), (MeO)3CH (8.6 mL, 79 mmol) and p-TsOH (0.25 g, 1.3 mmol) in MeOH (130 mL) was stirred for 18 h. The remaining pTsOH was decomposed by addition of NaOMe. After 5 min, the mixture was evaporated in vacuo, and passed through a pad of SiO2 (95:5 hexane/Et2O) to afford 1-(1,1-dimethoxy-methyl)-4-methylsulfanyl-benzene 2. The residue after evaporation was dissolved into CH2Cl2 (360 mL) and treated with MCPBA (41 g, 240 mmol). After 18 h, th... The reactants are CCO, Oc1c(I)cc(I)cc1I, [K+], [OH-], O=C(O)CCCCCCCCCCCBr. Yields the product O=C(O)CCCCCCCCCCCOc1c(I)cc(I)cc1I. Reaction SMILES: [CH3:28][CH2:29][OH:30].[I:16][c:17]1[c:18]([OH:25])[c:19]([I:24])[cH:20][c:21]([I:23])[cH:22]1.[K+:27].[OH-:26].[OH:1][C:2](=[O:3])[CH2:4][CH2:5][CH2:6][CH2:7][CH2:8][CH2:9][CH2:10][CH2:11][CH2:12][CH2:13][CH2:14][Br:15]>>[OH:1][C:2](=[O:3])[CH2:4][CH2:5][CH2:6][CH2:7][CH2:8][CH2:9][CH2:10][CH2:11][CH2:12][CH2:13][CH2:14][O:25][c:18]1[c:17]([I:16])[cH:22][c:21]([I:23])[cH:20][c:19]1[I:24]. The reactants are CCn1ncc2c(-c3cncc(Br)c3)c(C=NO)c(C)nc21, CC(=O)OC(C)=O, O. Product: CCn1ncc2c(-c3cncc(Br)c3)c(C#N)c(C)nc21. Reaction SMILES: [Br:1][c:2]1[cH:3][c:4](-[c:8]2[c:9]3[c:10]([n:11][c:12]([CH3:17])[c:13]2[CH:14]=[N:15][OH:16])[n:18]([CH2:21][CH3:22])[n:19][cH:20]3)[cH:5][n:6][cH:7]1.[CH3:23][C:24]([O:25][C:26](=[O:27])[CH3:28])=[O:29].[OH2:30]>>[Br:1][c:2]1[cH:3][c:4](-[c:8]2[c:9]3[c:10]([n:11][c:12]([CH3:17])[c:13]2[C:14]#[N:15])[n:18]([CH2:21][CH3:22])[n:19][cH:20]3)[cH:5][n:6][cH:7]1.